This data is from the Open Reaction Database (ORD), a public repository of structured organic reaction records. The task is: describe an organic reaction: reactants, conditions, products, and yield The reactants are CC(C)C(=O)Nc1nc2c(ncn2C2CC(NC(c3ccccc3)(c3ccccc3)c3ccccc3)C(CO[Si](C)(C)C(C)(C)C)O2)c(=O)[nH]1, CCO. The product is CC(C)C(=O)Nc1nc2c(ncn2C2CC(N)C(CO[Si](C)(C)C(C)(C)C)O2)c(=O)[nH]1. As a reaction SMILES: [C:1]([CH3:2])([CH3:3])([CH3:4])[Si:5]([O:6][CH2:7][CH:8]1[CH:9]([NH:29][C:30]([c:31]2[cH:32][cH:33][cH:34][cH:35][cH:36]2)([c:37]2[cH:38][cH:39][cH:40][cH:41][cH:42]2)[c:43]2[cH:44][cH:45][cH:46][cH:47][cH:48]2)[CH2:10][CH:11]([n:13]2[cH:14][n:15][c:16]3[c:17](=[O:18])[nH:19][c:20]([NH:21][C:22]([CH:23]([CH3:24])[CH3:25])=[O:26])[n:27][c:28]23)[O:12]1)([CH3:49])[CH3:50].[CH3:51][CH2:52][OH:53]>>[C:1]([CH3:2])([CH3:3])([CH3:4])[Si:5]([O:6][CH2:7][CH:8]1[CH:9]([NH2:29])[CH2:10][CH:11]([n:13]2[cH:14][n:15][c:16]3[c:17](=[O:18])[nH:19][c:20]([NH:21][C:22]([CH:23]([CH3:24])[CH3:25])=[O:26])[n:27][c:28]23)[O:12]1)([CH3:49])[CH3:50]. Reactants: CC(C)S(=O)(=O)NC1Cc2ccc(B3OC(C)(C)C(C)(C)O3)cc2C1, CO, OO. The product is CC(C)S(=O)(=O)NC1Cc2ccc(O)cc2C1. Reaction SMILES: [CH3:1][C:2]1([CH3:3])[C:4]([CH3:5])([CH3:6])[O:7][B:8]([c:9]2[cH:10][c:11]3[c:15]([cH:16][cH:17]2)[CH2:14][CH:13]([NH:18][S:19](=[O:20])(=[O:21])[CH:22]([CH3:23])[CH3:24])[CH2:12]3)[O:25]1.[CH3:28][OH:29].[OH:26][OH:27]>>[c:9]1([OH:26])[cH:10][c:11]2[c:15]([cH:16][cH:17]1)[CH2:14][CH:13]([NH:18][S:19](=[O:20])(=[O:21])[CH:22]([CH3:23])[CH3:24])[CH2:12]2. Reactants: N (NH3), C1(=CC=CC=C1)[C@H](C)N[C@@H]1CN(CC[C@@H]1C(=O)OCC)C(=O)OC(C)(C)C (1-tert-butyl 4-ethyl (cis)-3-{[(1S)-1-phenylethyl]amino}-1,4-piperidinedicarboxylate), [H-].[Al+3].[Li+].[H-].[H-].[H-] (lithium aluminum hydride). The solvent is ethyl acetate hexanes, ethyl acetate hexanes, O1CCCC1 (tetrahydrofuran), O1CCCC1 (tetrahydrofuran). Run at time 16 hour. The product is OC[C@H]1[C@H](CN(CC1)C(=O)OC(C)(C)C)N[C@@H](C)C1=CC=CC=C1 (tert-butyl (3R,4R)-4-(hydroxymethyl)-3-{[(1S)-1-phenylethyl]amino}-1-piperidinecarboxylate). Yield: 28.0%. RXN SMILES: [C:1]1([C@@H:7]([NH:9][C@H:10]2[C@@H:15]([C:16](OCC)=[O:17])[CH2:14][CH2:13][N:12]([C:21]([O:23][C:24]([CH3:27])([CH3:26])[CH3:25])=[O:22])[CH2:11]2)[CH3:8])[CH:6]=[CH:5][CH:4]=[CH:3][CH:2]=1.[H-].[Al+3].[Li+].[H-].[H-].[H-].N>O1CCCC1>[OH:17][CH2:16][C@@H:15]1[CH2:14][CH2:13][N:12]([C:21]([O:23][C:24]([CH3:27])([CH3:26])[CH3:25])=[O:22])[CH2:11][C@@H:10]1[NH:9][C@H:7]([C:1]1[CH:2]=[CH:3][CH:4]=[CH:5][CH:6]=1)[CH3:8] |f:1.2.3.4.5.6|. Procedure details: The product of Example 61B (60.0 g, 0.159 mol) in tetrahydrofuran (200 mL) was added dropwise to a mixture of lithium aluminum hydride (7.00 g, 0.175 mol, 95%) in tetrahydrofuran (300 mL) at 0° C. After the addition was complete, the mixture was allowed to warm to ambient temperature and was quenched by slow addition of Na2SO4.10 H2O (excess). The mixture was stirred for 16 hours, filtered and the filtrate concentrated under reduced pressure. The residue was purified by column chromatography (Si... Starting materials: CN(C=O)C (Dimethylformamide), P(=O)(Cl)(Cl)Cl (phosphorous oxychloride), OC=1C=C(C=C(C1)O)F (3,5-dihydroxyfluorobenzene). Solvent: O (Water). Run at time 30 minute. Product: OC1=C(C=O)C(=CC(=C1)O)F (2,4-dihydroxy-6-fluorobenzaldehyde). The yield is 27.4%. Reaction SMILES: CN(C)[CH:3]=[O:4].P(Cl)(Cl)(Cl)=O.[OH:11][C:12]1[CH:13]=[C:14]([F:19])[CH:15]=[C:16]([OH:18])[CH:17]=1>O>[OH:11][C:12]1[CH:17]=[C:16]([OH:18])[CH:15]=[C:14]([F:19])[C:13]=1[CH:3]=[O:4]. Reported procedure: Dimethylformamide (DMF) (12.7 g) is added to vigorously stirred phosphorous oxychloride (14.4 g) at 0° C. The reaction mixture is stirred at this temperature for 30 minutes, then 3,5-dihydroxyfluorobenzene (6 g) is added. The sticky red syrup is allowed to warm to room temperature and stirred for 2 hours, then left to stand for 14 hours. Water (100 mL) is added and the mixture extracted three times with ethyl acetate (100 mL). The combined organic phases are washed with brine (100 mL), dried ove... Reactants: CC(C)(C)OC(=O)N1CCN(c2ccc(N)cc2)CC1, CCN=C=NCCCN(C)C, COc1cccc2c(C)c(C(=O)O)[nH]c12, CN(C)C=O, ClCCl, Cl, On1nnc2ccccc21. Product: COc1cccc2c(C)c(C(=O)Nc3ccc(N4CCN(C(=O)OC(C)(C)C)CC4)cc3)[nH]c12. Reaction SMILES: [C:16]([CH3:17])([CH3:18])([CH3:19])[O:20][C:21](=[O:22])[N:23]1[CH2:24][CH2:25][N:26]([c:29]2[cH:30][cH:31][c:32]([NH2:35])[cH:33][cH:34]2)[CH2:27][CH2:28]1.[CH2:47]([N:48]=[C:49]=[N:50][CH2:51][CH2:52][CH2:53][N:54]([CH3:55])[CH3:56])[CH3:57].[CH3:1][O:2][c:3]1[cH:4][cH:5][cH:6][c:7]2[c:8]([CH3:15])[c:9]([C:12](=[O:13])[OH:14])[nH:10][c:11]12.[CH3:58][N:59]([CH3:60])[CH:61]=[O:62].[Cl:63][CH2:64][Cl:65].[ClH:46].[OH:36][n:37]1[c:38]2[cH:39][cH:40][cH:41][cH:42][c:43]2[n:44][n:45]1>>[CH3:1][O:2][c:3]1[cH:4][cH:5][cH:6][c:7]2[c:8]([CH3:15])[c:9]([C:12](=[O:14])[NH:35][c:32]3[cH:31][cH:30][c:29]([N:26]4[CH2:25][CH2:24][N:23]([C:21]([O:20][C:16]([CH3:17])([CH3:18])[CH3:19])=[O:22])[CH2:28][CH2:27]4)[cH:34][cH:33]3)[nH:10][c:11]12. Starting materials: ClC=1C=C(C=CC1)N1N=CC(=C(C1=O)CCC1=CC=CC=C1)C1=CC=C(C=C1)S(=O)(=O)C (2-(3-Chlorophenyl)-4-(phenethyl)-5-[4-(methylsulfonyl)phenyl]-3(2H)-pyridazinone), N (NH3). The solvent is O (H2O). The product is ClC=1C=C(C=CC1)N1N=CC(=C(C1=O)CCC1=CC=CC=C1)C1=CC=C(C=C1)S(=O)(=O)N (2-(3-Chlorophenyl)-4-(phenethyl)-5-[4-(aminosulfonyl)phenyl]-3(2H)-pyridazinone). As a reaction SMILES: [Cl:1][C:2]1[CH:3]=[C:4]([N:8]2[C:13](=[O:14])[C:12]([CH2:15][CH2:16][C:17]3[CH:22]=[CH:21][CH:20]=[CH:19][CH:18]=3)=[C:11]([C:23]3[CH:28]=[CH:27][C:26]([S:29](C)(=[O:31])=[O:30])=[CH:25][CH:24]=3)[CH:10]=[N:9]2)[CH:5]=[CH:6][CH:7]=1.[NH3:33]>O>[Cl:1][C:2]1[CH:3]=[C:4]([N:8]2[C:13](=[O:14])[C:12]([CH2:15][CH2:16][C:17]3[CH:22]=[CH:21][CH:20]=[CH:19][CH:18]=3)=[C:11]([C:23]3[CH:28]=[CH:27][C:26]([S:29]([NH2:33])(=[O:31])=[O:30])=[CH:25][CH:24]=3)[CH:10]=[N:9]2)[CH:5]=[CH:6][CH:7]=1. Procedure: The title compound was prepared according to the method of Example 384, substituting 2-(3-chlorophenyl)-4-(phenethyl)-5-[4-(methylsulfonyl)phenyl]-3(2H)-pyridazinone (Example 372) in place of 2-benzyl-4-(4-fluorophenyl)-5-[4-(methylsulfonyl)phenyl]-3(2H)-pyridazinone (yield: 0.075 g, 17%). semi-solid; 1H NMR (300 MHz, DMSO d6) δ 2.80 (m, 4H), 3.29-3.42 (3H, obstructed by H2O), 6.96 (m, 2H), 7.14-7.28 (m, 3H), 7.46-7.68 (m, 7H), 7.78 (m, 1H), 7.92 (m, 2H), 8.01 (s, 1H). MS (DCI/NH3) m/z 466 (M+H)... RXN SMILES: C1CCC(N=C=NC2CCCCC2)CC1.[CH3:16][C:17]([S:20][S:21][CH2:22][C@H:23]([NH:27][C:28]([O:30][CH2:31][CH:32]1[C:44]2[C:39](=[CH:40][CH:41]=[CH:42][CH:43]=2)[C:38]2[C:33]1=[CH:34][CH:35]=[CH:36][CH:37]=2)=[O:29])[C:24]([OH:26])=[O:25])([CH3:19])[CH3:18].[NH2:45][C@H:46]([C:54]([NH:56][C@H:57]([C:65]([O:67][C:68]([CH3:71])([CH3:70])[CH3:69])=[O:66])[CH2:58][C:59]1[CH:64]=[CH:63][CH:62]=[CH:61][CH:60]=1)=[O:55])[CH2:47][CH2:48][CH2:49][NH:50][C:51](=[NH:53])[NH2:52].C1C=CC2N(O)N=NC=2C=1.C(N1CCOCC1)C>CN(C)C=O>[NH:27]([C:28]([O:30][CH2:31][CH:32]1[C:33]2[C:38](=[CH:37][CH:36]=[CH:35][CH:34]=2)[C:39]2[C:44]1=[CH:43][CH:42]=[CH:41][CH:40]=2)=[O:29])[C@H:23]([C:24]([NH:45][C@H:46]([C:54]([NH:56][C@H:57]([C:65]([O:67][C:68]([CH3:71])([CH3:70])[CH3:69])=[O:66])[CH2:58][C:59]1[CH:60]=[CH:61][CH:62]=[CH:63][CH:64]=1)=[O:55])[CH2:47][CH2:48][CH2:49][NH:50][C:51](=[NH:52])[NH2:53])=[O:26])[CH2:22][S:21][S:20][C:17]([CH3:18])([CH3:16])[CH3:19].[CH3:23][C:24]([OH:26])=[O:25] |f:6.7|. The reactants are C1CCC(CC1)N=C=NC2CCCCC2 (DCC), CC(C)(C)SSC[C@@H](C(=O)O)NC(=O)OCC1C2=CC=CC=C2C3=CC=CC=C13 (Fmoc-Cys(StBu)--OH), N[C@@H](CCCNC(N)=N)C(=O)N[C@@H](CC1=CC=CC=C1)C(=O)OC(C)(C)C (H-Arg-Phe-OtBu), HClO4, C=1C=CC2=C(C1)N=NN2O (HOBt), C(C)N1CCOCC1 (N-ethylmorpholine). Procedure details: 2.2 g of DCC are added, at 0° C., to a stirred solution of 4.31 g (10 mmol) of Fmoc-Cys(StBu)--OH, 7.74 g of H-Arg-Phe-OtBu.2 HClO4 (oily substance obtained above), 1.35 g of HOBt and 1.3 ml of N-ethylmorpholine in 40 ml of dimethylformamide. The mixture is worked up in analogy to Example 1a. The residue is triturated with diethyl ether and dried. Run in CN(C=O)C (dimethylformamide). Product: N([C@@H](CSSC(C)(C)C)C(=O)N[C@@H](CCCNC(N)=N)C(=O)N[C@@H](CC1=CC=CC=C1)C(=O)OC(C)(C)C)C(=O)OCC1C2=CC=CC=C2C2=CC=CC=C12.CC(=O)O (Fmoc-Cys(StBu)-Arg-Phe-OtBu acetate).